Dataset: the Open Reaction Database (ORD), a public repository of structured organic reaction records. Task: describe an organic reaction: reactants, conditions, products, and yield Reaction SMILES: [Br:23][CH2:24][C:25](=[O:26])[O:27][CH3:28].[CH:1](=[O:2])[c:3]1[cH:4][cH:5][c:6]([CH:7]=[CH:8][C:9](=[O:10])[O:11][CH2:12][c:13]2[cH:14][cH:15][c:16]([O:19][CH3:20])[cH:17][cH:18]2)[cH:21][cH:22]1.[S:29](=[O:30])(=[O:31])([OH:32])[OH:33].[Zn:40].[cH:34]1[cH:35][cH:36][cH:37][cH:38][cH:39]1>>[CH:1]([OH:2])([c:3]1[cH:4][cH:5][c:6]([CH:7]=[CH:8][C:9](=[O:10])[O:11][CH2:12][c:13]2[cH:14][cH:15][c:16]([O:19][CH3:20])[cH:17][cH:18]2)[cH:21][cH:22]1)[CH2:24][C:25](=[O:26])[O:27][CH3:28]. Product: COC(=O)CC(O)c1ccc(C=CC(=O)OCc2ccc(OC)cc2)cc1. Starting materials: COC(=O)CBr, COc1ccc(COC(=O)C=Cc2ccc(C=O)cc2)cc1, O=S(=O)(O)O, [Zn], c1ccccc1. Starting materials: Cc1nc(C(=O)Nc2cnn(Cc3cnc(C(C)O[Si](C)(C)C(C)(C)C)o3)n2)c(-c2cccc(F)c2)o1, CCCC[N+](CCCC)(CCCC)CCCC, C1CCOC1, [F-], N#N. The product is Cc1nc(C(=O)Nc2cnn(Cc3cnc(C(C)O)o3)n2)c(-c2cccc(F)c2)o1. Reaction SMILES: [C:3]([Si:4]([CH3:5])([CH3:6])[O:8][CH:9]([CH3:10])[c:11]1[o:12][c:13]([CH2:16][n:17]2[n:18][cH:19][c:20]([NH:22][C:23](=[O:24])[c:25]3[n:26][c:27]([CH3:37])[o:28][c:29]3-[c:30]3[cH:31][c:32]([F:36])[cH:33][cH:34][cH:35]3)[n:21]2)[cH:14][n:15]1)([CH3:7])([CH3:38])[CH3:39].[CH2:41]([N+:42]([CH2:43][CH2:44][CH2:45][CH3:46])([CH2:47][CH2:48][CH2:49][CH3:50])[CH2:51][CH2:52][CH2:53][CH3:54])[CH2:55][CH2:56][CH3:57].[CH2:58]1[O:59][CH2:60][CH2:61][CH2:62]1.[F-:40].[N:1]#[N:2]>>[OH:8][CH:9]([CH3:10])[c:11]1[o:12][c:13]([CH2:16][n:17]2[n:18][cH:19][c:20]([NH:22][C:23](=[O:24])[c:25]3[n:26][c:27]([CH3:37])[o:28][c:29]3-[c:30]3[cH:31][c:32]([F:36])[cH:33][cH:34][cH:35]3)[n:21]2)[cH:14][n:15]1. Reactants: COC=1C=C2CCN(CC2=CC1OC)CCCCNC(C1=C(C=CC(=C1)C)O)=O (N-[4-(6,7-dimethoxy-3,4-dihydro-1H-isoquinolin-2-yl)-butyl]-2-hydroxy-5-methyl-benzamide), OC1=C(C(=O)O)C=C(C=C1)I (2-hydroxy-5-iodo-benzoic acid), 1b, 2a. The product is COC=1C=C2CCN(CC2=CC1OC)CCCCNC(C1=C(C=CC(=C1)I)O)=O (N-[4-(6,7-dimethoxy-3,4-dihydro-1H-isoquinolin-2-yl)-butyl]-2-hydroxy-5-iodo-benzamide). Reaction SMILES: [OH:1][C:2]1[CH:10]=[CH:9][C:8]([I:11])=[CH:7][C:3]=1[C:4]([OH:6])=O.[CH3:12][O:13][C:14]1[CH:15]=[C:16]2[C:21](=[CH:22][C:23]=1[O:24][CH3:25])[CH2:20][N:19]([CH2:26][CH2:27][CH2:28][CH2:29][NH:30]C(=O)C1C=C(C)C=CC=1O)[CH2:18][CH2:17]2>>[CH3:12][O:13][C:14]1[CH:15]=[C:16]2[C:21](=[CH:22][C:23]=1[O:24][CH3:25])[CH2:20][N:19]([CH2:26][CH2:27][CH2:28][CH2:29][NH:30][C:4](=[O:6])[C:3]1[CH:7]=[C:8]([I:11])[CH:9]=[CH:10][C:2]=1[OH:1])[CH2:18][CH2:17]2. Procedure details: Compound 2e was prepared form 2-hydroxy-5-iodo-benzoic acid and 1b as described above for 2a. The yield of 2c was 27.0%. The 1H-NMR spectrum (300 MHz, CDCl3) of the purified product was: 1.69-1.81 (m, 4H), 2.54-2.65 (m, 2H), 2.75-2.83 (m, 2H), 3.44-3.48 (m, 2H), 3.58 (s, 2H), 3.82 (s, 3H), 3.85 (s, 3H), 6.50 (s, 1H), 6.58 (s, 1H), 6.70-6.74 (d, 1H), 7.54-7.55 (d, 1H), 7.65-7.67 (d, 1H), 8.20 (s, 1H). Anal. (C22H27IN2O4.0.75H2O) C, H, N. Reactants: [BH4-].[Na+] (sodium borohydride), O=C1C2CC3(CC(CC1C3)C2)OC(=O)C(S(=O)(=O)[O-])(F)F.C2(=CC=CC=C2)[S+](C2=CC=CC=C2)C2=CC=CC=C2 (triphenylsulfonium 4-oxo-1-adamantyloxycarbonyldifluoromethanesulfonate), Cl (hydrochloric acid). Solvent: O (water), C(C)#N (acetonitrile). Reaction conditions: time 5 hour. The product is OC1C2CC3(CC(CC1C3)C2)OC(=O)C(S(=O)(=O)[O-])(F)F.C2(=CC=CC=C2)[S+](C2=CC=CC=C2)C2=CC=CC=C2 (triphenylsulfonium 4-hydroxy-1-adamantyloxycarbonyldifluoromethanesulfonate). As a reaction SMILES: [O:1]=[C:2]1[CH:9]2[CH2:10][C:5]3([O:12][C:13]([C:15]([F:21])([F:20])[S:16]([O-:19])(=[O:18])=[O:17])=[O:14])[CH2:6][CH:7]([CH2:11][CH:3]1[CH2:4]3)[CH2:8]2.[C:22]1([S+:28]([C:35]2[CH:40]=[CH:39][CH:38]=[CH:37][CH:36]=2)[C:29]2[CH:34]=[CH:33][CH:32]=[CH:31][CH:30]=2)[CH:27]=[CH:26][CH:25]=[CH:24][CH:23]=1.[BH4-].[Na+].Cl>C(#N)C.O>[OH:1][CH:2]1[CH:9]2[CH2:10][C:5]3([O:12][C:13]([C:15]([F:21])([F:20])[S:16]([O-:19])(=[O:17])=[O:18])=[O:14])[CH2:6][CH:7]([CH2:11][CH:3]1[CH2:4]3)[CH2:8]2.[C:35]1([S+:28]([C:22]2[CH:23]=[CH:24][CH:25]=[CH:26][CH:27]=2)[C:29]2[CH:34]=[CH:33][CH:32]=[CH:31][CH:30]=2)[CH:36]=[CH:37][CH:38]=[CH:39][CH:40]=1 |f:0.1,2.3,7.8|. Procedure details: 4.69 Parts of triphenylsulfonium 4-oxo-1-adamantyloxycarbonyldifluoromethanesulfonate was dissolved in 15 parts of acetonitrile. Into the solution was added dropwise a solution obtained by dissolving 0.15 part of sodium borohydride in 1.51 parts of ion-exchanged water. After the added mixture was stirred for 5 hours, 1N hydrochloric acid was added thereto, and extracted with 1.13 parts of chloroform. After repeatedly washed with ion exchanged water, the organic layer obtained was concentrated. T... The reactants are O=C1CN(C(=O)c2nc(-c3ccc(F)c(Cl)c3)c(Br)s2)CN1, N#Cc1cc(-c2sc(C(=O)N3CNC(=O)C3)nc2-c2cccc(Cl)c2)ccc1F. Yields the product N#Cc1cccc(-c2sc(C(=O)N3CNC(=O)C3)nc2-c2cccc(Cl)c2)c1. Reaction SMILES: [Br:30][c:31]1[s:32][c:33]([C:34]([N:35]2[CH2:36][C:37](=[O:38])[NH:39][CH2:40]2)=[O:41])[n:42][c:43]1-[c:44]1[cH:45][cH:46][c:47]([F:48])[c:49]([Cl:50])[cH:51]1.[Cl:1][c:2]1[cH:3][c:4](-[c:8]2[n:9][c:10]([C:22](=[O:23])[N:24]3[CH2:25][NH:26][C:27](=[O:29])[CH2:28]3)[s:11][c:12]2-[c:13]2[cH:14][cH:15][c:16]([F:21])[c:17]([C:19]#[N:20])[cH:18]2)[cH:5][cH:6][cH:7]1>>[Cl:1][c:2]1[cH:3][c:4](-[c:8]2[n:9][c:10]([C:22](=[O:23])[N:24]3[CH2:25][NH:26][C:27](=[O:29])[CH2:28]3)[s:11][c:12]2-[c:13]2[cH:14][cH:15][cH:16][c:17]([C:19]#[N:20])[cH:18]2)[cH:5][cH:6][cH:7]1. The reactants are CSc1cc(NC(=O)N2C=CC(=O)CC2c2ccc(F)cc2)c(Br)cc1Cl, CO, CC#N, O. Yields the product CS(=O)(=O)c1cc(NC(=O)N2C=CC(=O)CC2c2ccc(F)cc2)c(Br)cc1Cl. As a reaction SMILES: [Br:1][c:2]1[c:3]([NH:11][C:12](=[O:13])[N:14]2[CH:15]([c:21]3[cH:22][cH:23][c:24]([F:27])[cH:25][cH:26]3)[CH2:16][C:17](=[O:20])[CH:18]=[CH:19]2)[cH:4][c:5]([S:9][CH3:10])[c:6]([Cl:8])[cH:7]1.[CH3:29][OH:30].[CH3:31][C:32]#[N:33].[OH2:28]>>[Br:1][c:2]1[c:3]([NH:11][C:12](=[O:13])[N:14]2[CH:15]([c:21]3[cH:22][cH:23][c:24]([F:27])[cH:25][cH:26]3)[CH2:16][C:17](=[O:20])[CH:18]=[CH:19]2)[cH:4][c:5]([S:9]([CH3:10])(=[O:28])=[O:30])[c:6]([Cl:8])[cH:7]1. The reactants are C(C)(=O)OCCOC=1C(=C(C=C(C1)OC)C(C=1N=C(N(N1)C1=NC=CC=N1)OCOC(C(COC)(C)C)=O)NC1=CC=C(C=C1)C(=NC(C1=CC=CC=C1)=O)N)F (3-methoxy-2,2-dimethylpropionic acid 5-[[3-(2-acetoxyethoxy)-2-fluoro-5-methoxyphenyl]-(4-{amino[benzoylimino]methyl}phenylamino)methyl]-2-pyrimidin-2-yl-2H-[1,2,4]triazol-3-yloxymethyl ester), CO (methanol). The solvent is C(C)(=O)O (acetic acid). Reaction conditions: temperature 40 celsius, time 15 hour. Product: C(C)(=O)O.C(C)(=O)OCCOC=1C(=C(C=C(C1)OC)C(C=1N=C(N(N1)C1=NC=CC=N1)OCOC(C(COC)(C)C)=O)NC1=CC=C(C=C1)C(N)=N)F (3-methoxy-2,2-dimethylpropionic acid 5-[[3-(2-acetoxyethoxy)-2-fluoro-5-methoxyphenyl]-(4-carbamimidoylphen ylamino)methyl]-2-pyrimidin-2-yl-2H-[1,2,4]triazol-3-yloxymethyl ester acetate). Yield: 168.1%. RXN SMILES: [C:1]([O:4][CH2:5][CH2:6][O:7][C:8]1[C:9]([F:57])=[C:10]([CH:16]([NH:39][C:40]2[CH:45]=[CH:44][C:43]([C:46]([NH2:56])=[N:47]C(=O)C3C=CC=CC=3)=[CH:42][CH:41]=2)[C:17]2[N:18]=[C:19]([O:28][CH2:29][O:30][C:31](=[O:38])[C:32]([CH3:37])([CH3:36])[CH2:33][O:34][CH3:35])[N:20]([C:22]3[N:27]=[CH:26][CH:25]=[CH:24][N:23]=3)[N:21]=2)[CH:11]=[C:12]([O:14][CH3:15])[CH:13]=1)(=[O:3])[CH3:2].CO>C(O)(=O)C>[C:1]([OH:4])(=[O:3])[CH3:2].[C:1]([O:4][CH2:5][CH2:6][O:7][C:8]1[C:9]([F:57])=[C:10]([CH:16]([NH:39][C:40]2[CH:45]=[CH:44][C:43]([C:46](=[NH:47])[NH2:56])=[CH:42][CH:41]=2)[C:17]2[N:18]=[C:19]([O:28][CH2:29][O:30][C:31](=[O:38])[C:32]([CH3:37])([CH3:36])[CH2:33][O:34][CH3:35])[N:20]([C:22]3[N:27]=[CH:26][CH:25]=[CH:24][N:23]=3)[N:21]=2)[CH:11]=[C:12]([O:14][CH3:15])[CH:13]=1)(=[O:3])[CH3:2] |f:3.4|. Reported procedure: Under nitrogen atmosphere, a mixture of 3-methoxy-2,2-dimethylpropionic acid 5-[[3-(2-acetoxyethoxy)-2-fluoro-5-methoxyphenyl]-(4-{amino[benzoylimino]methyl}phenylamino)methyl]-2-pyrimidin-2-yl-2H-[1,2,4]triazol-3-yloxymethyl ester (184 mg), methanol (10 mL), and acetic acid (1 mL) was stirred at 40° C. for 15 hours. Under reduced pressure, the solvent in the mixture was distilled off. The residue obtained was purified by reverse phase silica gel column chromatography (mixed solvent of acetonitr... Starting materials: ( A ), CC1=C(C=C(C(=O)O)C=C1)N1C=NC2=CC=C(C=C2C1=O)N1CCN(CC1)CCOC (4-methyl-3-[6-(4-(2-methoxyethyl)piperazin-1-yl)-4-oxoquinazolin-3(4H)-yl]benzoic acid), NC1=NOC=C1 (3-aminoisoxazole). The product is COCCN1CCN(CC1)C=1C=C2C(N(C=NC2=CC1)C=1C=C(C(=O)NC2=NOC=C2)C=CC1C)=O (3-[6-(4-(2-methoxyethyl)piperazin-1-yl)-4-oxoquinazolin-3(4H)-yl]-N-isoxazol-3-yl-4-methylbenzamide). RXN SMILES: [CH3:1][C:2]1[CH:10]=[CH:9][C:5]([C:6](O)=[O:7])=[CH:4][C:3]=1[N:11]1[C:20](=[O:21])[C:19]2[C:14](=[CH:15][CH:16]=[C:17]([N:22]3[CH2:27][CH2:26][N:25]([CH2:28][CH2:29][O:30][CH3:31])[CH2:24][CH2:23]3)[CH:18]=2)[N:13]=[CH:12]1.[NH2:32][C:33]1[CH:37]=[CH:36][O:35][N:34]=1>>[CH3:31][O:30][CH2:29][CH2:28][N:25]1[CH2:26][CH2:27][N:22]([C:17]2[CH:18]=[C:19]3[C:14](=[CH:15][CH:16]=2)[N:13]=[CH:12][N:11]([C:3]2[CH:4]=[C:5]([CH:9]=[CH:10][C:2]=2[CH3:1])[C:6]([NH:32][C:33]2[CH:37]=[CH:36][O:35][N:34]=2)=[O:7])[C:20]3=[O:21])[CH2:23][CH2:24]1. Reported procedure: Using an analogous procedure to that described paragraph (A) in the portion of Example 4, 4-methyl-3-[6-(4-(2-methoxyethyl)piperazin-1-yl)-4-oxoquinazolin-3(4H)-yl]benzoic acid was reacted with 3-aminoisoxazole to give 3-[6-(4-(2-methoxyethyl)piperazin-1-yl)-4-oxoquinazolin-3(4H)-yl]-N-isoxazol-3-yl-4-methylbenzamide; NMR Spectrum: (DMSOd6) 2.18 (s, 3H), 2.58 (m, 6H), 3.26 (m, 7H), 3.47 (t, 2H), 7.05 (s, 1H), 7.50 (s, 1H), 7.66 (m, 3H), 8.10 (m, 2H), 8.13 (s, 1H), 8.87 (s, 1H), 11.48 (s, 1H); Ma... As a reaction SMILES: [CH3:1][O:2][c:3]1[cH:4][cH:5][c:6]([CH2:9][CH2:10][CH2:11][OH:12])[cH:7][cH:8]1.[CH3:25][C:26]([CH3:27])([O-:28])[CH3:29].[CH3:31][C:32]#[N:33].[CH3:34][S:35]([CH3:36])=[O:37].[Cl:13][c:14]1[n:15][c:16](=[O:24])[c:17]2[c:18]([nH:19]1)[n:20][cH:21][cH:22][cH:23]2.[F:38][C:39]([F:40])([F:41])[C:42]([OH:43])=[O:44].[K+:30]>>[CH3:1][O:2][c:3]1[cH:4][cH:5][c:6]([CH2:9][CH2:10][CH2:11][O:12][c:14]2[nH:15][c:16](=[O:24])[c:17]3[c:18]([n:19]2)[n:20][cH:21][cH:22][cH:23]3)[cH:7][cH:8]1. Starting materials: COc1ccc(CCCO)cc1, CC(C)(C)[O-], CC#N, CS(C)=O, O=c1nc(Cl)[nH]c2ncccc12, O=C(O)C(F)(F)F, [K+]. Product: COc1ccc(CCCOc2nc3ncccc3c(=O)[nH]2)cc1. The reactants are CCOC(=O)CCc1ccc(S(=O)(=O)CCc2c(CCOS(C)(=O)=O)n(C(c3ccccc3)c3ccccc3)c3ccc(Cl)cc23)cc1, [N-]=[N+]=[N-], [Na+], CN(C)C=O, O. Product: CCOC(=O)CCc1ccc(S(=O)(=O)CCc2c(CCN=[N+]=[N-])n(C(c3ccccc3)c3ccccc3)c3ccc(Cl)cc23)cc1. RXN SMILES: [CH:1]([c:2]1[cH:3][cH:4][cH:5][cH:6][cH:7]1)([c:8]1[cH:9][cH:10][cH:11][cH:12][cH:13]1)[n:14]1[c:15]([CH2:42][CH2:43][O:44][S:45]([CH3:46])(=[O:47])=[O:48])[c:16]([CH2:24][CH2:25][S:26](=[O:27])(=[O:28])[c:29]2[cH:30][cH:31][c:32]([CH2:35][CH2:36][C:37](=[O:38])[O:39][CH2:40][CH3:41])[cH:33][cH:34]2)[c:17]2[cH:18][c:19]([Cl:23])[cH:20][cH:21][c:22]12.[N-:50]=[N+:51]=[N-:52].[Na+:49].[O:53]=[CH:54][N:55]([CH3:56])[CH3:57].[OH2:58]>>[CH:1]([c:2]1[cH:3][cH:4][cH:5][cH:6][cH:7]1)([c:8]1[cH:9][cH:10][cH:11][cH:12][cH:13]1)[n:14]1[c:15]([CH2:42][CH2:43][N:50]=[N+:51]=[N-:52])[c:16]([CH2:24][CH2:25][S:26](=[O:27])(=[O:28])[c:29]2[cH:30][cH:31][c:32]([CH2:35][CH2:36][C:37](=[O:38])[O:39][CH2:40][CH3:41])[cH:33][cH:34]2)[c:17]2[cH:18][c:19]([Cl:23])[cH:20][cH:21][c:22]12.